Dataset: the Open Reaction Database (ORD), a public repository of structured organic reaction records. Task: describe an organic reaction: reactants, conditions, products, and yield Starting materials: BrC1=C2C(=CN=C1)N(N=C2)CCO (2-(4-bromo-pyrazolo[3,4-c]pyridin-1-yl)-ethanol), BrC1=C2C(=CN=C1)N(N=C2)CCO (2-(4-bromo-pyrazolo[3,4-c]pyridin-1-yl)-ethanol), [H-].[Na+] (sodium hydride), CI (methyl iodide). Solvent: C1CCOC1 (THF). Reaction conditions: time 2 hour. Product: BrC1=C2C(=CN=C1)N(N=C2)CCOC (4-Bromo-1-(2-methoxy-ethyl)-1H-pyrazolo[3,4-c]pyridine), compound. Isolated yield 70.0%. As a reaction SMILES: [Br:1][C:2]1[CH:7]=[N:6][CH:5]=[C:4]2[N:8]([CH2:11][CH2:12][OH:13])[N:9]=[CH:10][C:3]=12.[H-].[Na+].[CH3:16]I>C1COCC1>[Br:1][C:2]1[CH:7]=[N:6][CH:5]=[C:4]2[N:8]([CH2:11][CH2:12][O:13][CH3:16])[N:9]=[CH:10][C:3]=12 |f:1.2|. Procedure details: A solution of 675 mg of 2-(4-bromo-pyrazolo[3,4-c]pyridin-1-yl)-ethanol (Intermediate 2.2; 2.79 mmol, 1 eq.) in 33 mL THF was treated at rt with 183 mg sodium hydride (55-60% suspension; 4.18 mmol, 1.5 eq.) and stirred for 30 min upon which 0.194 mL methyl iodide (3.07 mmol, 1.1 eq.) were added and stirring was continued for 2 h. The reaction mixture was quenched with water, extracted with ethyl acetate, the combined organic layers were dried and concentrated in vacuo. Flash column chromatograph...